This data is from the Open Reaction Database (ORD), a public repository of structured organic reaction records. The task is: describe an organic reaction: reactants, conditions, products, and yield The reactants are CO, COC(=O)c1sc(-n2cnc3cnc(Cl)cc32)cc1OCc1ccccc1C(F)(F)F, N. Product: NC(=O)c1sc(-n2cnc3cnc(Cl)cc32)cc1OCc1ccccc1C(F)(F)F. Reaction SMILES: [CH3:33][OH:34].[Cl:1][c:2]1[cH:3][c:4]2[c:5]([cH:6][n:7]1)[n:8][cH:9][n:10]2-[c:11]1[cH:12][c:13]([O:20][CH2:21][c:22]2[c:23]([C:28]([F:29])([F:30])[F:31])[cH:24][cH:25][cH:26][cH:27]2)[c:14]([C:16]([O:18][CH3:17])=[O:19])[s:15]1.[NH3:32]>>[Cl:1][c:2]1[cH:3][c:4]2[c:5]([cH:6][n:7]1)[n:8][cH:9][n:10]2-[c:11]1[cH:12][c:13]([O:20][CH2:21][c:22]2[c:23]([C:28]([F:29])([F:30])[F:31])[cH:24][cH:25][cH:26][cH:27]2)[c:14]([C:16](=[O:18])[NH2:32])[s:15]1. Reported procedure: A mixture of 5.6 g of 3-(3,5-di-t-butyl-4-hydroxyanilino)benzoic acid (from Example 13) and 15 ml of acetic anhydride was heated under a nitrogen atmosphere at 70°-120° C. for about 90 minutes. The mixture was cooled to 80° C., 5 drops of pyridine were added and the reaction was reheated to 120° C. for 10 minutes. An additional 0.25 ml of pyridine was added at about 80° C., followed by the gradual addition of 10 ml of water to hydrolyze the excess acetic anhydride and the mixed anhydride of the ... Reaction conditions: temperature 80 celsius, time 10 minute. The reactants are C(C)(=O)OC(C)=O (acetic anhydride), C(C)(C)(C)C=1C=C(NC=2C=C(C(=O)O)C=CC2)C=C(C1O)C(C)(C)C (3-(3,5-di-t-butyl-4-hydroxyanilino)benzoic acid), C(C)(=O)OC(C)=O (acetic anhydride), anhydride, N1=CC=CC=C1 (pyridine). The solvent is O (water). RXN SMILES: [C:1]([C:5]1[CH:6]=[C:7]([CH:18]=[C:19]([C:22]([CH3:25])([CH3:24])[CH3:23])[C:20]=1[OH:21])[NH:8][C:9]1[CH:10]=[C:11]([CH:15]=[CH:16][CH:17]=1)[C:12]([OH:14])=[O:13])([CH3:4])([CH3:3])[CH3:2].[C:26](OC(=O)C)(=[O:28])[CH3:27].N1C=CC=CC=1>N1C=CC=CC=1.O>[C:26]([N:8]([C:9]1[CH:10]=[C:11]([CH:15]=[CH:16][CH:17]=1)[C:12]([OH:14])=[O:13])[C:7]1[CH:6]=[C:5]([C:1]([CH3:4])([CH3:3])[CH3:2])[C:20]([OH:21])=[C:19]([C:22]([CH3:25])([CH3:24])[CH3:23])[CH:18]=1)(=[O:28])[CH3:27]. The reagents and catalysts are N1=CC=CC=C1 (pyridine). Yields the product C(C)(=O)N(C1=CC(=C(C(=C1)C(C)(C)C)O)C(C)(C)C)C=1C=C(C(=O)O)C=CC1 (N-Acetyl-3-(3,5-di-t-butyl-4-hydroxyanilino)benzoic Acid). Starting materials: O=C(Cl)c1ccccc1, COC1CCCCC1OC1C(O)C(CO)OC1n1cnc2c(N)ncnc21, C[Si](C)(C)Cl, [NH4+], [OH-], O, c1ccncc1. The product is COC1CCCCC1OC1C(O)C(CO)OC1n1cnc2c(NC(=O)c3ccccc3)ncnc21. Reaction SMILES: [C:33]([c:34]1[cH:35][cH:36][cH:37][cH:38][cH:39]1)(=[O:40])[Cl:41].[CH3:1][O:2][CH:3]1[CH:4]([O:9][CH:10]2[CH:11]([n:18]3[cH:19][n:20][c:21]4[c:22]([NH2:23])[n:24][cH:25][n:26][c:27]34)[O:12][CH:13]([CH2:16][OH:17])[CH:14]2[OH:15])[CH2:5][CH2:6][CH2:7][CH2:8]1.[CH3:28][Si:29]([Cl:30])([CH3:31])[CH3:32].[NH4+:42].[OH-:43].[OH2:50].[cH:44]1[cH:45][cH:46][n:47][cH:48][cH:49]1>>[CH3:1][O:2][CH:3]1[CH:4]([O:9][CH:10]2[CH:11]([n:18]3[cH:19][n:20][c:21]4[c:22]([NH:23][C:33]([c:34]5[cH:35][cH:36][cH:37][cH:38][cH:39]5)=[O:40])[n:24][cH:25][n:26][c:27]34)[O:12][CH:13]([CH2:16][OH:17])[CH:14]2[OH:15])[CH2:5][CH2:6][CH2:7][CH2:8]1. The reactants are BrC=1C=CC(=NC1)C(=O)O (5-bromo-2-picolinic acid), C1(CC1)C=1C(=NC=C(C1)C1CC1)N1CCNCC1 (1-(3,5-dicyclopropylpyridin-2-yl)piperazine). The product is BrC=1C=CC(=NC1)C(=O)N1CCN(CC1)C1=NC=C(C=C1C1CC1)C1CC1 ((5-bromopyridin-2-yl)[4-(3,5-dicyclopropylpyridin-2-yl)piperazin-1-yl]methanone). Isolated yield 99.8%. As a reaction SMILES: [Br:1][C:2]1[CH:3]=[CH:4][C:5]([C:8]([OH:10])=O)=[N:6][CH:7]=1.[CH:11]1([C:14]2[C:15]([N:23]3[CH2:28][CH2:27][NH:26][CH2:25][CH2:24]3)=[N:16][CH:17]=[C:18]([CH:20]3[CH2:22][CH2:21]3)[CH:19]=2)[CH2:13][CH2:12]1>>[Br:1][C:2]1[CH:3]=[CH:4][C:5]([C:8]([N:26]2[CH2:27][CH2:28][N:23]([C:15]3[C:14]([CH:11]4[CH2:12][CH2:13]4)=[CH:19][C:18]([CH:20]4[CH2:22][CH2:21]4)=[CH:17][N:16]=3)[CH2:24][CH2:25]2)=[O:10])=[N:6][CH:7]=1. Reported procedure: Using 5-bromo-2-picolinic acid (378 mg) and 1-(3,5-dicyclopropylpyridin-2-yl)piperazine (500 mg) described in Preparation Example 88 and by the reaction and treatment in the same manner as in Preparation Example 109, the title compound (798 mg) was obtained. Reactants: CC1(C(C(C2=CC=C(C=C12)C)(C)C)C)C (1,1,2,3,3,6-hexamethyl indane), [N+](=O)(O)[O-] (nitric acid), S(O)(O)(=O)=O (sulfuric acid). Solvent: C(C)(=O)O (acetic acid). Conditions: temperature 10 celsius, time 0.5 hour. The product is CC1(C(C(C2=CC(=C(C=C12)C)[N+](=O)[O-])(C)C)C)C (1,1,2,3,3,6-HEXAMETHYL-5-NITRO INDANE). As a reaction SMILES: [CH3:1][C:2]1([CH3:15])[C:10]2[C:5](=[CH:6][CH:7]=[C:8]([CH3:11])[CH:9]=2)[C:4]([CH3:13])([CH3:12])[CH:3]1[CH3:14].[N+:16]([O-])([OH:18])=[O:17].S(=O)(=O)(O)O>C(O)(=O)C>[CH3:1][C:2]1([CH3:15])[C:10]2[C:5](=[CH:6][C:7]([N+:16]([O-:18])=[O:17])=[C:8]([CH3:11])[CH:9]=2)[C:4]([CH3:13])([CH3:12])[CH:3]1[CH3:14]. Procedure: To a 500 ml reaction vessel equipped with stirrer, thermometer, reflux condensor, addition funnel and cooling bath is placed 51 grams of 1,1,2,3,3,6-hexamethyl indane having the structure: ##STR40## (51 grams) in admixture with 100 grams of acetic acid. The resulting mixture is cooled to 10° C. Over a period of 0.5 hours, 40 grams of fuming nitric acid is added to the reaction mass, while maintaining the reaction mass at 10° C. Over a period of 10 minutes, 10 grams of concentrated sulfuric acid ... Reactants: C(C)(=O)O[BH-](OC(C)=O)OC(C)=O.[Na+] (sodium triacetoxyborohydride), S(=O)(=O)([O-])[O-].[Mg+2] (Magnesium sulfate), BrC=1C=C(C=NC1Cl)N (5-bromo-6-chloropyridin-3-amine), N12CC3C(C(CC(C1)C3)C2)=O (1-azatricyclo[3.3.1.13,7]decan-4-one), O.CC1=CC=C(C=C1)S(=O)(=O)O (4-methylbenzenesulfonic acid monohydrate). Solvent: C(C)(=O)OCC (ethyl acetate), CCO (EtOH), C(C)(=O)O (acetic acid), C(C)(=O)OCC (ethyl acetate), C(C)(=O)OCC (ethyl acetate). Conditions: temperature -10 celsius, time 10 minute. Product: CC1=CC=C(C=C1)S(=O)(=O)O.BrC=1C=C(C=NC1Cl)N[C@H]1C2CN3CC(CC1C3)C2 ((4s)-N-(5-Bromo-6-chloropyridin-3-yl)-1-azatricyclo[3.3.1.13,7]decan-4-amine 4-methylbenzenesulfonate). Reaction SMILES: S([O-])([O-])(=O)=O.[Mg+2].[Br:7][C:8]1[CH:9]=[C:10]([NH2:15])[CH:11]=[N:12][C:13]=1[Cl:14].[N:16]12[CH2:25][CH:20]3[CH2:21][CH:22]([CH2:24][CH:18]([C:19]3=O)[CH2:17]1)[CH2:23]2.C(O[BH-](OC(=O)C)OC(=O)C)(=O)C.[Na+].O.[CH3:42][C:43]1[CH:48]=[CH:47][C:46]([S:49]([OH:52])(=[O:51])=[O:50])=[CH:45][CH:44]=1>C(O)(=O)C.C(OCC)(=O)C.CCO>[CH3:42][C:43]1[CH:44]=[CH:45][C:46]([S:49]([OH:52])(=[O:51])=[O:50])=[CH:47][CH:48]=1.[Br:7][C:8]1[CH:9]=[C:10]([NH:15][C@@H:19]2[CH:20]3[CH2:25][N:16]4[CH2:23][CH:22]([CH2:24][CH:18]2[CH2:17]4)[CH2:21]3)[CH:11]=[N:12][C:13]=1[Cl:14] |f:0.1,4.5,6.7,11.12|. Reported procedure: Magnesium sulfate (1.80 g, 15 mmol) and 5-bromo-6-chloropyridin-3-amine (310 mg, 1.49 mmol) were added to a solution of 1-azatricyclo[3.3.1.13,7]decan-4-one (151 mg, 1.00 mmol) in acetic acid (5 mL). The resulting suspension was stirred for 10 minutes, then sodium triacetoxyborohydride (412 mg, 1.94 mmol) was added. The mixture was stirred at room temperature for 14 hours, then concentrated under vacuum to dryness. The white solid residue was slurried in ethyl acetate (3 mL), applied to the top ... Reactants: O=C([O-])[O-], COc1cc(-n2c(=O)cc(C(F)(F)F)[nH]c2=O)ccc1C#N, CCOC(C)=O, [K+], [K+], NOc1ccc([N+](=O)[O-])cc1[N+](=O)[O-]. Product: COc1cc(-n2c(=O)cc(C(F)(F)F)n(N)c2=O)ccc1C#N. Reaction SMILES: [C:1](=[O:2])([O-:3])[O-:4].[C:21](#[N:22])[c:23]1[c:24]([O:41][CH3:42])[cH:25][c:26](-[n:29]2[c:30](=[O:40])[nH:31][c:32]([C:36]([F:37])([F:38])[F:39])[cH:33][c:34]2=[O:35])[cH:27][cH:28]1.[CH3:43][CH2:44][O:45][C:46](=[O:47])[CH3:48].[K+:5].[K+:6].[N+:7]([c:8]1[cH:9][c:10]([N+:11]([O-:12])=[O:13])[cH:14][cH:15][c:16]1[O:17][NH2:18])([O-:19])=[O:20]>>[NH2:7][n:31]1[c:30](=[O:40])[n:29](-[c:26]2[cH:25][c:24]([O:41][CH3:42])[c:23]([C:21]#[N:22])[cH:28][cH:27]2)[c:34](=[O:35])[cH:33][c:32]1[C:36]([F:37])([F:38])[F:39].